describe an organic reaction: reactants, conditions, products, and yield From a dataset of the Open Reaction Database (ORD), a public repository of structured organic reaction records. The reactants are COc1ccc(CCC2(C3CCCC3)CC(=O)CC(=O)O2)cc1, O=c1cc(CCl)nc(-c2ccccn2)[nH]1. Yields the product COc1ccc(CCC2(C3CCCC3)CC(O)=C(Cc3cc(=O)[nH]c(-c4ccccn4)n3)C(=O)O2)cc1. Reaction SMILES: [CH:16]1([C:21]2([CH2:29][CH2:30][c:31]3[cH:32][cH:33][c:34]([O:37][CH3:38])[cH:35][cH:36]3)[CH2:22][C:23](=[O:28])[CH2:24][C:25](=[O:27])[O:26]2)[CH2:17][CH2:18][CH2:19][CH2:20]1.[Cl:1][CH2:2][c:3]1[cH:4][c:5](=[O:15])[nH:6][c:7](-[c:9]2[n:10][cH:11][cH:12][cH:13][cH:14]2)[n:8]1>>[CH2:2]([c:3]1[cH:4][c:5](=[O:15])[nH:6][c:7](-[c:9]2[n:10][cH:11][cH:12][cH:13][cH:14]2)[n:8]1)[C:24]1=[C:23]([OH:28])[CH2:22][C:21]([CH:16]2[CH2:17][CH2:18][CH2:19][CH2:20]2)([CH2:29][CH2:30][c:31]2[cH:32][cH:33][c:34]([O:37][CH3:38])[cH:35][cH:36]2)[O:26][C:25]1=[O:27].